Dataset: the Open Reaction Database (ORD), a public repository of structured organic reaction records. Task: describe an organic reaction: reactants, conditions, products, and yield Reactants: COC(=O)c1c(-c2cccs2)c2cc(OCc3ccccc3)ccc2c(=O)n1CC(C)C, CO, Cl, [Li+], [OH-], O, O. Yields the product CC(C)Cn1c(C(=O)O)c(-c2cccs2)c2cc(OCc3ccccc3)ccc2c1=O. As a reaction SMILES: [CH2:1]([c:2]1[cH:3][cH:4][cH:5][cH:6][cH:7]1)[O:8][c:9]1[cH:10][c:11]2[c:12](-[c:28]3[s:29][cH:30][cH:31][cH:32]3)[c:13]([C:24](=[O:25])[O:26][CH3:27])[n:14]([CH2:20][CH:21]([CH3:22])[CH3:23])[c:15](=[O:19])[c:16]2[cH:17][cH:18]1.[CH3:37][OH:38].[ClH:36].[Li+:35].[OH-:34].[OH2:33].[OH2:39]>>[CH2:1]([c:2]1[cH:3][cH:4][cH:5][cH:6][cH:7]1)[O:8][c:9]1[cH:10][c:11]2[c:12](-[c:28]3[s:29][cH:30][cH:31][cH:32]3)[c:13]([C:24](=[O:25])[OH:26])[n:14]([CH2:20][CH:21]([CH3:22])[CH3:23])[c:15](=[O:19])[c:16]2[cH:17][cH:18]1. The reactants are N1=CC=NC2=CC(=CC=C12)C(=O)O (quinoxaline-6-carboxylic acid), CCN=C=NCCCN(C)C (EDCI), TEA, C=1C=CC2=C(C1)N=NN2O (HOBt), ClC=1C=C(C=C(C1)Cl)N1C(N([C@]2(C1=O)CNC[C@H]2C2=CC=C(C#N)C=C2)C)=O (4-[(5S*,9R*)-3-(3,5-Dichlorophenyl)-1-methyl-2,4-dioxo-1,3,7-triazaspiro[4.4]non-9-yl]-benzonitrile). Run in CN(C)C=O (DMF), CN(C)C=O (DMF). Conditions: time 30 minute. Yields the product ClC=1C=C(C=C(C1)Cl)N1C(N([C@]2(C1=O)CN(C[C@H]2C2=CC=C(C#N)C=C2)C(=O)C=2C=C1N=CC=NC1=CC2)C)=O (4-[(5S*,9R*)-3-(3,5-Dichloro-phenyl)-1-methyl-2,4-dioxo-7-(quinoxaline-6-carbonyl)-1,3,7-triaza-spiro[4.4]non-9-yl]-benzonitrile). The yield is 24.6%. RXN SMILES: [N:1]1[C:10]2[C:5](=[CH:6][C:7]([C:11]([OH:13])=O)=[CH:8][CH:9]=2)[N:4]=[CH:3][CH:2]=1.CCN=C=NCCCN(C)C.C1C=CC2N(O)N=NC=2C=1.[Cl:35][C:36]1[CH:37]=[C:38]([N:43]2[C:47](=[O:48])[C@@:46]3([C@H:52]([C:53]4[CH:60]=[CH:59][C:56]([C:57]#[N:58])=[CH:55][CH:54]=4)[CH2:51][NH:50][CH2:49]3)[N:45]([CH3:61])[C:44]2=[O:62])[CH:39]=[C:40]([Cl:42])[CH:41]=1>CN(C=O)C>[Cl:35][C:36]1[CH:37]=[C:38]([N:43]2[C:47](=[O:48])[C@@:46]3([C@H:52]([C:53]4[CH:54]=[CH:55][C:56]([C:57]#[N:58])=[CH:59][CH:60]=4)[CH2:51][N:50]([C:11]([C:7]4[CH:6]=[C:5]5[C:10](=[CH:9][CH:8]=4)[N:1]=[CH:2][CH:3]=[N:4]5)=[O:13])[CH2:49]3)[N:45]([CH3:61])[C:44]2=[O:62])[CH:39]=[C:40]([Cl:42])[CH:41]=1. Reported procedure: To a solution of quinoxaline-6-carboxylic acid (56.2 mg, 0.318 mmol) in 7 ml DMF were added EDCI (62 mg, 0.32 mmol), TEA (53.9 μl, 0.38 mmol) and HOBt (49.3 mg, 0.36 mmol). After 30 min, a solution of Example 15 (103.4 mg, 0.249 mmol) in 1 ml DMF was added. The reaction mixture was then stirred overnight at RT before evaporation to dryness. The residue was partitioned between DCM (50 ml) and 1N solution of HCl (20 ml). The DCM layer was washed with 10% solution of sodium carbonate (2×20 ml), dri... The reactants are C(C)(=O)C=1C=CC(=C(C1)CCCC1=CC=C(C=C1)C(=O)NCCO)OCC1=CC=CC=C1 (4-[3-(5-acetyl-2-benzyloxyphenyl)propyl]-N-(2-hydroxyethyl)benzenecarboxamide), C(C)(=O)C=1C=CC(=C(C1)CCCC1=CC=C(C=C1)C(=O)NCCO)OCC1=CC=CC=C1 (4-[3-(5-acetyl-2-benzyloxyphenyl)propyl]-N-(2-hydroxyethyl)benzenecarboxamide), Cl.NO (hydroxylamine hydrochloride). The solvent is N1=CC=CC=C1 (pyridine). Reaction conditions: temperature 60 celsius. The product is C(C1=CC=CC=C1)OC1=C(C=C(C=C1)C(C)=NO)CCCC1=CC=C(C=C1)C(=O)NCCO (4-[3-(2-benzyloxy-5-(1-hydroxyiminoethyl)phenyl)propyl]-N-(2-hydroxyethyl)benzenecarboxamide). Yield: 56.0%. As a reaction SMILES: [C:1]([C:4]1[CH:5]=[CH:6][C:7]([O:25][CH2:26][C:27]2[CH:32]=[CH:31][CH:30]=[CH:29][CH:28]=2)=[C:8]([CH2:10][CH2:11][CH2:12][C:13]2[CH:18]=[CH:17][C:16]([C:19]([NH:21][CH2:22][CH2:23][OH:24])=[O:20])=[CH:15][CH:14]=2)[CH:9]=1)(=O)[CH3:2].Cl.[NH2:34][OH:35]>N1C=CC=CC=1>[CH2:26]([O:25][C:7]1[CH:6]=[CH:5][C:4]([C:1](=[N:34][OH:35])[CH3:2])=[CH:9][C:8]=1[CH2:10][CH2:11][CH2:12][C:13]1[CH:18]=[CH:17][C:16]([C:19]([NH:21][CH2:22][CH2:23][OH:24])=[O:20])=[CH:15][CH:14]=1)[C:27]1[CH:32]=[CH:31][CH:30]=[CH:29][CH:28]=1 |f:1.2|. Procedure details: A mixture of 4-[3-(5-acetyl-2-benzyloxyphenyl)propyl]-N-(2-hydroxyethyl)benzenecarboxamide (0.5 g) (example 2, compound 45) hydroxylamine hydrochloride (0.16 g) in pyridine (5 ml) was heated at 60° C. for 2 hours. The pyridine was removed and the residue subjected to flash chromatography on silica, eluting with a mixture of ethyl acetate/hexane (4:1 v/v) to yield in the appropriate fractions, 4-[3-(2-benzyloxy-5-(1-hydroxyiminoethyl)phenyl)propyl]-N-(2-hydroxyethyl)benzenecarboxamide (m.p. 131°-... The reactants are N=1N=C(N2C1C=CC=C2)SCCCCCCN2C(C=1C(C2=O)=CC=CC1)=O (N-[6-(s-triazolo[4,3-a]pyridin-3-ylthio)hexyl]phthalimide), O.NN (hydrazine monohydrate). The solvent is C(C)O (ethanol). The product is N=1N=C(N2C1C=CC=C2)SCCCCCCN (6-(s-triazolo[4,3-a]pyridin-3-ylthio)hexylamine). Isolated yield 87.5%. Reaction SMILES: [N:1]1[N:2]=[C:3]([S:10][CH2:11][CH2:12][CH2:13][CH2:14][CH2:15][CH2:16][N:17]2C(=O)C3=CC=CC=C3C2=O)[N:4]2[CH:9]=[CH:8][CH:7]=[CH:6][C:5]=12.O.NN>C(O)C>[N:1]1[N:2]=[C:3]([S:10][CH2:11][CH2:12][CH2:13][CH2:14][CH2:15][CH2:16][NH2:17])[N:4]2[CH:9]=[CH:8][CH:7]=[CH:6][C:5]=12 |f:1.2|. Reported procedure: A mixture of N-[6-(s-triazolo[4,3-a]pyridin-3-ylthio)hexyl]phthalimide (16.5 g), hydrazine monohydrate (4.34 g) and ethanol (135 ml) was heated under reflux for 1 hour. The deposited crystals were separated by filtration, and the filtrate was concentrated under reduced pressure to obtain 6-(s-triazolo[4,3-a]pyridin-3-ylthio)hexylamine as an oil. Yield: 87.5%.